Dataset: the Open Reaction Database (ORD), a public repository of structured organic reaction records. Task: describe an organic reaction: reactants, conditions, products, and yield Starting materials: NC=1C=CC2=C(C3=C(O2)CCC(C3)N(CC)CC)C1 (8-amino-1,2,3,4-tetrahydro-2-diethylaminodibenzofuran), FC1=CC=C(C(=O)Cl)C=C1 (4-fluorobenzoyl chloride). The product is Cl.C(C)N(C1CC2=C(OC3=C2C=C(C=C3)NC(C3=CC=C(C=C3)F)=O)CC1)CC (N-(N,N-Diethyl-1,2,3,4-tetrahydro-2-aminodibenzofur-8-yl)-4-fluorobenzamide hydrochloride). Isolated yield 70.4%. As a reaction SMILES: [NH2:1][C:2]1[CH:3]=[CH:4][C:5]2[O:9][C:8]3[CH2:10][CH2:11][CH:12]([N:14]([CH2:17][CH3:18])[CH2:15][CH3:16])[CH2:13][C:7]=3[C:6]=2[CH:19]=1.[F:20][C:21]1[CH:29]=[CH:28][C:24]([C:25]([Cl:27])=[O:26])=[CH:23][CH:22]=1>>[ClH:27].[CH2:15]([N:14]([CH2:17][CH3:18])[CH:12]1[CH2:11][CH2:10][C:8]2[O:9][C:5]3[CH:4]=[CH:3][C:2]([NH:1][C:25](=[O:26])[C:24]4[CH:28]=[CH:29][C:21]([F:20])=[CH:22][CH:23]=4)=[CH:19][C:6]=3[C:7]=2[CH2:13]1)[CH3:16] |f:2.3|. Procedure: Beginning with 0.100 gm (0.30 mMol) 8-amino-1,2,3,4-tetrahydro-2-diethylaminodibenzofuran and 0.052 gm (0.33 mMol) 4-fluorobenzoyl chloride, 0.088 gm (70%) of the title compound were recovered as an off-white solid by the procedure described in Example 17. The reactants are ClCCl, CC(C)(C)OC(=O)NCCNC(=O)c1cccc2c1c(C(=O)C(=O)NC1=CC(=O)OC1)cn2Cc1ccc(Cl)cc1, O=C(O)C(F)(F)F. Yields the product NCCNC(=O)c1cccc2c1c(C(=O)C(=O)NC1=CC(=O)OC1)cn2Cc1ccc(Cl)cc1. Reaction SMILES: [Cl:49][CH2:50][Cl:51].[Cl:8][c:9]1[cH:10][cH:11][c:12]([CH2:13][n:14]2[cH:15][c:16]([C:36]([C:37]([NH:38][C:39]3=[CH:43][C:42](=[O:44])[O:41][CH2:40]3)=[O:45])=[O:46])[c:17]3[c:18]([C:23](=[O:24])[NH:25][CH2:26][CH2:27][NH:28][C:29](=[O:30])[O:31][C:32]([CH3:33])([CH3:34])[CH3:35])[cH:19][cH:20][cH:21][c:22]23)[cH:47][cH:48]1.[OH:1][C:2]([C:3]([F:4])([F:5])[F:6])=[O:7]>>[Cl:8][c:9]1[cH:10][cH:11][c:12]([CH2:13][n:14]2[cH:15][c:16]([C:36]([C:37]([NH:38][C:39]3=[CH:43][C:42](=[O:44])[O:41][CH2:40]3)=[O:45])=[O:46])[c:17]3[c:18]([C:23](=[O:24])[NH:25][CH2:26][CH2:27][NH2:28])[cH:19][cH:20][cH:21][c:22]23)[cH:47][cH:48]1.